From a dataset of the Open Reaction Database (ORD), a public repository of structured organic reaction records. describe an organic reaction: reactants, conditions, products, and yield Reactants: CCc1nc2ccccc2n1-c1nc(N2CCOCC2)c2nc(CN3CCNCC3(C)C)n(C)c2n1, NC(=O)CCl, ClCCl. Yields the product CCc1nc2ccccc2n1-c1nc(N2CCOCC2)c2nc(CN3CCN(CC(N)=O)CC3(C)C)n(C)c2n1. RXN SMILES: [CH3:1][C:2]1([CH3:36])[N:3]([CH2:8][c:9]2[n:10]([CH3:35])[c:11]3[n:12][c:13](-[n:24]4[c:25]([CH2:33][CH3:34])[n:26][c:27]5[c:28]4[cH:29][cH:30][cH:31][cH:32]5)[n:14][c:15]([N:18]4[CH2:19][CH2:20][O:21][CH2:22][CH2:23]4)[c:16]3[n:17]2)[CH2:4][CH2:5][NH:6][CH2:7]1.[Cl:37][CH2:38][C:39](=[O:40])[NH2:41].[Cl:42][CH2:43][Cl:44]>>[CH3:1][C:2]1([CH3:36])[N:3]([CH2:8][c:9]2[n:10]([CH3:35])[c:11]3[n:12][c:13](-[n:24]4[c:25]([CH2:33][CH3:34])[n:26][c:27]5[c:28]4[cH:29][cH:30][cH:31][cH:32]5)[n:14][c:15]([N:18]4[CH2:19][CH2:20][O:21][CH2:22][CH2:23]4)[c:16]3[n:17]2)[CH2:4][CH2:5][N:6]([CH2:38][C:39](=[O:40])[NH2:41])[CH2:7]1.